From a dataset of the Open Reaction Database (ORD), a public repository of structured organic reaction records. describe an organic reaction: reactants, conditions, products, and yield The reactants are N#Cc1ccc(CBr)cc1, [H-], [Na+], C1CCOC1, O, CCCCC(=O)Cc1ccccc1. The product is CCCCC(=O)C(Cc1ccc(C#N)cc1)c1ccccc1. Reaction SMILES: [Br:16][CH2:17][c:18]1[cH:19][cH:20][c:21]([C:22]#[N:23])[cH:24][cH:25]1.[H-:1].[Na+:2].[O:27]1[CH2:28][CH2:29][CH2:30][CH2:31]1.[OH2:26].[c:3]1([CH2:9][C:10]([CH2:11][CH2:12][CH2:13][CH3:14])=[O:15])[cH:4][cH:5][cH:6][cH:7][cH:8]1>>[c:3]1([CH:9]([C:10]([CH2:11][CH2:12][CH2:13][CH3:14])=[O:15])[CH2:17][c:18]2[cH:19][cH:20][c:21]([C:22]#[N:23])[cH:24][cH:25]2)[cH:4][cH:5][cH:6][cH:7][cH:8]1. Starting materials: C(CC)(=O)CC(=O)OCC (ethyl propionylacetate), CS(=O)(=O)O.C(CC)OC1=C(C(=N)N)C=CC=C1 (2-propoxybenzamidine methanesulfonate), [OH-].[Na+] (sodium hydroxide). The solvent is O (water), C(C)O (ethanol). Yields the product C(C)C1=NC(=NC(=C1)O)C1=C(C=CC=C1)OCCC (4-Ethyl-6-hydroxy-2-(2-propoxyphenyl)pyrimidine). As a reaction SMILES: [C:1]([CH2:5][C:6](OCC)=[O:7])(=O)[CH2:2][CH3:3].CS(O)(=O)=O.[CH2:16]([O:19][C:20]1[CH:28]=[CH:27][CH:26]=[CH:25][C:21]=1[C:22]([NH2:24])=[NH:23])[CH2:17][CH3:18].[OH-].[Na+]>O.C(O)C>[CH2:2]([C:1]1[CH:5]=[C:6]([OH:7])[N:24]=[C:22]([C:21]2[CH:25]=[CH:26][CH:27]=[CH:28][C:20]=2[O:19][CH2:16][CH2:17][CH3:18])[N:23]=1)[CH3:3] |f:1.2,3.4|. Procedure: A solution of ethyl propionylacetate (0.79 g), 2-propoxybenzamidine methanesulfonate (1.45 g) and sodium hydroxide (0.60 g) in water (5 ml) and ethanol (5 ml) was stirred at ambient temperature for 22 hours. Most of the solvent was removed under reduced pressure and water (20 ml) was added. The mixture was acidified to pH 2 with concentrated hydrochloric acid and then extracted with chloroform (3×30 ml). The combined extracts were washed with dilute acetic acid, dried (magnesium sulfate) and eva... Starting materials: [OH-].[Na+] (sodium hydroxide), NC1=CC(=C(C(=O)NCCN(CC)CC)C=C1Cl)OCCCSC (4-Amino-5-chloro-N-[2-(diethylamino)ethyl]-2-[3-(methylthio)propoxy]benzamide), Cl (hydrochloric acid), I(=O)(=O)(=O)[O-].[Na+] (sodium periodate). The solvent is O (water). Conditions: time 2.5 hour. The product is NC1=CC(=C(C(=O)NCCN(CC)CC)C=C1Cl)OCCCS(=O)C (4-Amino-5-chloro-N-[2-(diethylamino)ethyl]-2-[3-(methylsulfinyl)propoxy]benzamide). Isolated yield 49.4%. RXN SMILES: [NH2:1][C:2]1[C:17]([Cl:18])=[CH:16][C:5]([C:6]([NH:8][CH2:9][CH2:10][N:11]([CH2:14][CH3:15])[CH2:12][CH3:13])=[O:7])=[C:4]([O:19][CH2:20][CH2:21][CH2:22][S:23][CH3:24])[CH:3]=1.Cl.I([O-])(=O)(=O)=[O:27].[Na+].[OH-].[Na+]>O>[NH2:1][C:2]1[C:17]([Cl:18])=[CH:16][C:5]([C:6]([NH:8][CH2:9][CH2:10][N:11]([CH2:12][CH3:13])[CH2:14][CH3:15])=[O:7])=[C:4]([O:19][CH2:20][CH2:21][CH2:22][S:23]([CH3:24])=[O:27])[CH:3]=1 |f:2.3,4.5|. Reported procedure: To a stirred solution of product from Example 49 (1.496 g, 4 mmoles) in 2N hydrochloric acid (5.0 ml, 10 mmoles) and water (20 ml) was added sodium periodate (856 mg. 4.0 mmoles) and the mixture stirred for 2.5 hours. It was then basified with 4N sodium hydroxide (3 ml) and extracted with methylene chloride (3×30 ml). The extracted was concentrated in vacuo and the residue flash-chromatographed on deactivated silica column using methylene chloride:methanol:ammonia (100:3.5:0.5) solvent system. T... Reactants: c1ccc3c(c1)oc2ccccc23 (substrate), Br[Mg]c1ccccc1 (effective_coupling_partner). Conditions: temperature 80 celsius, time 2 hour. Product: c3ccc(c1c(O)cccc1c2ccccc2)cc3.